From a dataset of the Open Reaction Database (ORD), a public repository of structured organic reaction records. describe an organic reaction: reactants, conditions, products, and yield Reactants: N1=C(C=CC=C1)NNC(=O)N (2-pyridinyl-hydrazine carboxamide), C(C)O (ethanol). The solvent is C(C)C(C([O-])([O-])[O-])(CC)CC (triethylorthoacetate). Yields the product N1=C(C=CC=C1)N1N=C(N=C1C)O (1-(2-Pyridinyl)-5-methyl-1H-1,2,4-triazol-3-ol). RXN SMILES: [N:1]1[CH:6]=[CH:5][CH:4]=[CH:3][C:2]=1[NH:7][NH:8][C:9]([NH2:11])=[O:10].[CH2:12](O)[CH3:13]>C(C(CC)(CC)C([O-])([O-])[O-])C>[N:1]1[CH:6]=[CH:5][CH:4]=[CH:3][C:2]=1[N:7]1[C:12]([CH3:13])=[N:11][C:9]([OH:10])=[N:8]1. Procedure: A reaction mixture was prepared by suspending 457.6 g (3 m) of 2-pyridinyl-hydrazine carboxamide in 2600 ml of triethylorthoacetate and the mixture refluxed for about 9 hours. The ethanol by-product formed was continuously removed by distillation allowing the reaction temperature to stay at 125°-130° C. The 1-(2-pyridinyl)-5-methyl-1H-1,2,4-triazol-3-ol product was recovered by filtration in a yield of 116 g (66 percent of theoretical) and was washed with chloroform. The product melted at 194°-1... Yields the product C(C)(C)(C)C=1C=C(C(C2=CC=CC=C2)=NO)C=C(C1O)C(C)(C)C (3,5-di-t-butyl-4-hydroxybenzophenone oxime). Reactants: [OH-].[K+] (potassium hydroxide), ClCCl (dichloromethane), C(C)(C)(C)C=1C=C(C(=O)C2=CC=CC=C2)C=C(C1O)C(C)(C)C (3,5-di-t-butyl-4-hydroxybenzophenone), Cl.NO (hydroxylamine hydrochloride). As a reaction SMILES: [C:1]([C:5]1[CH:6]=[C:7]([CH:16]=[C:17]([C:20]([CH3:23])([CH3:22])[CH3:21])[C:18]=1[OH:19])[C:8]([C:10]1[CH:15]=[CH:14][CH:13]=[CH:12][CH:11]=1)=O)([CH3:4])([CH3:3])[CH3:2].Cl.[NH2:25][OH:26].[OH-].[K+].ClCCl>C(O)C>[C:1]([C:5]1[CH:6]=[C:7]([CH:16]=[C:17]([C:20]([CH3:23])([CH3:22])[CH3:21])[C:18]=1[OH:19])[C:8](=[N:25][OH:26])[C:10]1[CH:15]=[CH:14][CH:13]=[CH:12][CH:11]=1)([CH3:4])([CH3:3])[CH3:2] |f:1.2,3.4|. Procedure: 12.4 g of 3,5-di-t-butyl-4-hydroxybenzophenone and 3.15 g of hydroxylamine hydrochloride were dissolved in 100 ml of ethanol, and with stirring, a solution of 2.77 g of potassium hydroxide in 20 ml of ethanol was added dropwise at room temperature. The mixture was then refluxed for 24 hours with stirring. After cooling, dichloromethane was added to the reaction mixture. The dichloromethane layer was separated, washed with water, and dried. The solvent was distilled off, and n-hexane was added to... The solvent is C(C)O (ethanol), C(C)O (ethanol).